This data is from the Open Reaction Database (ORD), a public repository of structured organic reaction records. The task is: describe an organic reaction: reactants, conditions, products, and yield Reactants: CCO, O=C[O-], [NH4+], O=[N+]([O-])c1ccc(S(=O)(=O)NCC(O)CN2CCCCC2)cc1. Yields the product Nc1ccc(S(=O)(=O)NCC(O)CN2CCCCC2)cc1. As a reaction SMILES: [CH3:28][CH2:29][OH:30].[CH:1]([O-:2])=[O:3].[NH4+:4].[OH:5][CH:6]([CH2:7][NH:8][S:9](=[O:10])(=[O:11])[c:12]1[cH:13][cH:14][c:15]([N+:18]([O-:19])=[O:20])[cH:16][cH:17]1)[CH2:21][N:22]1[CH2:23][CH2:24][CH2:25][CH2:26][CH2:27]1>>[OH:5][CH:6]([CH2:7][NH:8][S:9](=[O:10])(=[O:11])[c:12]1[cH:13][cH:14][c:15]([NH2:18])[cH:16][cH:17]1)[CH2:21][N:22]1[CH2:23][CH2:24][CH2:25][CH2:26][CH2:27]1. Reactants: C1(CC1)C=1N=C2C(=NC1)N(C=C2C(=O)NC2CN(CCC2(C)C)S(=O)(=O)C)COCC[Si](C)(C)C (2-cyclopropyl-N-(4,4-dimethyl-1-(methylsulfonyl)piperidin-3-yl)-5-((2-(trimethylsilyl)ethoxy)methyl)-5H-pyrrolo[2,3-b]pyrazine-7-carboxamide), C(=O)(C(F)(F)F)O (TFA), C(CN)N (ethylenediamine). Run in C(Cl)Cl (CH2Cl2). Reaction conditions: time 3 hour. The product is CS(=O)(=O)N1CC(C(CC1)(C)C)NC(=O)C1=CNC2=NC=C(N=C21)C2CC2 (2-cyclopropyl-5H-pyrrolo[2,3-b]pyrazine-7-carboxylic acid (1-methanesulfonyl-4,4-dimethyl-piperidin-3-yl)-amide). Isolated yield 62.4%. As a reaction SMILES: [CH:1]1([C:4]2[N:5]=[C:6]3[C:12]([C:13]([NH:15][CH:16]4[C:21]([CH3:23])([CH3:22])[CH2:20][CH2:19][N:18]([S:24]([CH3:27])(=[O:26])=[O:25])[CH2:17]4)=[O:14])=[CH:11][N:10](COCC[Si](C)(C)C)[C:7]3=[N:8][CH:9]=2)[CH2:3][CH2:2]1.C(O)(C(F)(F)F)=O.C(N)CN>C(Cl)Cl>[CH3:27][S:24]([N:18]1[CH2:19][CH2:20][C:21]([CH3:23])([CH3:22])[CH:16]([NH:15][C:13]([C:12]2[C:6]3[C:7](=[N:8][CH:9]=[C:4]([CH:1]4[CH2:2][CH2:3]4)[N:5]=3)[NH:10][CH:11]=2)=[O:14])[CH2:17]1)(=[O:26])=[O:25]. Reported procedure: To a solution of 2-cyclopropyl-N-(4,4-dimethyl-1-(methylsulfonyl)piperidin-3-yl)-5-((2-(trimethylsilyl)ethoxy)methyl)-5H-pyrrolo[2,3-b]pyrazine-7-carboxamide (143 mg, 0.27 mmol) in CH2Cl2 (5 mL) was added TFA (2.0 mL, 26.0 mmol). The yellow reaction mixture was stirred for 3 h then concentrated The residue was redissolved in CH2Cl2 (5 mL) and ethylenediamine (0.5 mL, 7.4 mmol) was added. The reaction mixture was stirred at for 1 h then concentrated. The residue was purified by SiO2 chromatograph... The reactants are ClC1=C(C=CC(=C1)Cl)C(CS)(CN1N=CN=C1)O (2-(2,4-Dichlorophenyl)-1-mercapto-3-(1H-1,2,4-triazol-1-yl)-propan-2-ol), [H-].[Na+] (sodium hydride), ice water, ClCS(=O)(=O)N1CCCCC1 (N-(chloro-methylsulphonyl)piperidine). Solvent: O1CCCC1 (tetrahydrofuran). Conditions: time 5 minute. Product: ClC1=C(C=CC(=C1)Cl)C(CN1N=CN=C1)(CSCS(=O)(=O)N1CCCCC1)O (2-(2,4-dichlorophenyl)-3-(piperidinosulphonylmethylthio)-1-(1H-1,2,4-triazol-1-yl)-propan-2-ol). As a reaction SMILES: [Cl:1][C:2]1[CH:7]=[C:6]([Cl:8])[CH:5]=[CH:4][C:3]=1[C:9]([OH:18])([CH2:12][N:13]1[CH:17]=[N:16][CH:15]=[N:14]1)[CH2:10][SH:11].[H-].[Na+].Cl[CH2:22][S:23]([N:26]1[CH2:31][CH2:30][CH2:29][CH2:28][CH2:27]1)(=[O:25])=[O:24]>O1CCCC1>[Cl:1][C:2]1[CH:7]=[C:6]([Cl:8])[CH:5]=[CH:4][C:3]=1[C:9]([OH:18])([CH2:10][S:11][CH2:22][S:23]([N:26]1[CH2:31][CH2:30][CH2:29][CH2:28][CH2:27]1)(=[O:25])=[O:24])[CH2:12][N:13]1[CH:17]=[N:16][CH:15]=[N:14]1 |f:1.2|. Reported procedure: 2-(2,4-Dichlorophenyl)-1-mercapto-3-(1H-1,2,4-triazol-1-yl)-propan-2-ol (0.304 g) was stirred in tetrahydrofuran (5 ml) whilst sodium hydride (58 mg of a 50% dispersion in oil, 1.2 equiv.) was added in one portion. After stirring a further five minutes, N-(chloro-methylsulphonyl)piperidine (0.296 g, 1.1 equiv.) was added and heated under reflux for 3 hours. The reaction mixture was allowed to cool to room temperature then poured into an ice/water mixture (20 ml), and extracted with ethyl acetate... Starting materials: C(#N)C1=CC=C(C=C1)CCO (2-(4-cyanophenyl)ethanol), N1C=NC=C1 (imidazole), [Si](C)(C)(C(C)(C)C)Cl (tert-butyldimethylsilyl chloride), CN(C)C1=NC=CC=C1 (dimethylaminopyridine), ice water. The solvent is CN(C=O)C (dimethylformamide). Run at time 2 hour. The product is C(#N)C1=CC=C(C=C1)CCO[Si](C)(C)C(C)(C)C (1-cyano-4-(tert-butyldimethylsilyloxyethyl)benzene). RXN SMILES: [C:1]([C:3]1[CH:8]=[CH:7][C:6]([CH2:9][CH2:10][OH:11])=[CH:5][CH:4]=1)#[N:2].N1C=CN=C1.[Si:17](Cl)([C:20]([CH3:23])([CH3:22])[CH3:21])([CH3:19])[CH3:18].CN(C1C=CC=CN=1)C>CN(C)C=O>[C:1]([C:3]1[CH:8]=[CH:7][C:6]([CH2:9][CH2:10][O:11][Si:17]([C:20]([CH3:23])([CH3:22])[CH3:21])([CH3:19])[CH3:18])=[CH:5][CH:4]=1)#[N:2]. Procedure: 5 g of 2-(4-cyanophenyl)ethanol are introduced into 50 ml of dimethylformamide 2.54 g of imidazole, 5,63 g of tert-butyldimethylsilyl chloride and a spatula tip-ful of dimethylaminopyridine are added. The reaction medium is left for 2 hours at room temperature and is then added to an ice-water mixture. The mixture is extracted with ethyl acetate and the extracts dried over anhydrous sodium sulphate. The product is purified by chromatography on a column of silica gel, using a mixture of cyclohexa... The reactants are C(C1=CC=CC=C1)(=O)N=C=S (benzoyl isothiocyanate), C(C)(C)N.C1OC=2C=CC=CC2O1 (1-isopropylamine 3,4-methylenedioxybenzene), [N-]=C=S.[Na+] (sodium isothiocyanate), C(C1=CC=CC=C1)(=O)Cl (benzoyl chloride). Run in C1=CC=CC=C1 (benzene), C1=CC=CC=C1 (benzene). Run at temperature 20 celsius, time 30 minute. Yields the product C(C)(C)N(C(=S)NC(C1=CC=CC=C1)=O)C1=CC2=C(C=C1)OCO2 (N-isopropyl-N-(3,4-methylenedioxyphenyl)-N'-benzoyl thiourea). RXN SMILES: [C:1]([N:9]=[C:10]=[S:11])(=[O:8])[C:2]1[CH:7]=[CH:6][CH:5]=[CH:4][CH:3]=1.[N-]=C=S.[Na+].C(Cl)(=O)C1C=CC=CC=1.[CH:25]([NH2:28])([CH3:27])[CH3:26].[CH2:29]1[O:37][C:36]2[CH:35]=[CH:34][CH:33]=[CH:32][C:31]=2[O:30]1>C1C=CC=CC=1>[CH:25]([N:28]([C:34]1[CH:33]=[CH:32][C:31]2[O:30][CH2:29][O:37][C:36]=2[CH:35]=1)[C:10]([NH:9][C:1](=[O:8])[C:2]1[CH:7]=[CH:6][CH:5]=[CH:4][CH:3]=1)=[S:11])([CH3:27])[CH3:26] |f:1.2,4.5|. Procedure: To a solution of 16.3 grams benzoyl isothiocyanate, prepared by refluxing 13.6 grams of dried sodium isothiocyanate with 17 grams of benzoyl chloride in 30 ml. of benzene, is slowly added, at room temperature, 28 grams of N-isopropyl-N-(3,4-methylenedioxyphenyl)-amine (prepared as in Example A) in 150 ml. benzene. The reaction mixture is stirred for 30 minutes at 20°C. and a solid forms which is recrystallized from benzene to yield N-isopropyl-N-(3,4-methylenedioxyphenyl)-N'-benzoyl thiourea mel... Reactants: CC=1NC=C(C1C(C)=O)C (2,4-dimethyl-3-acetyl-pyrrole), C(C(=O)C)(=O)O (pyruvic acid). Solvent: I (hydriodic acid), [PH2](=O)O (hypophosphorous acid). Run at time 10 minute. Product: CC=1NC(=C(C1C(C)=O)C)C(C)C(=O)O (2,4-Dimethyl-3-acetyl-5-(1-carboxy-ethyl)-pyrrole). Reaction SMILES: [CH3:1][C:2]1[NH:3][CH:4]=[C:5]([CH3:10])[C:6]=1[C:7](=[O:9])[CH3:8].[C:11]([OH:16])(=[O:15])[C:12]([CH3:14])=O>I.[PH2](O)=O>[CH3:1][C:2]1[NH:3][C:4]([CH:12]([C:11]([OH:16])=[O:15])[CH3:14])=[C:5]([CH3:10])[C:6]=1[C:7](=[O:9])[CH3:8]. Reported procedure: A solution of 548 mg. of 2,4-dimethyl-3-acetyl-pyrrole in 10 ml of hydriodic acid and 2 ml of 50% hypophosphorous acid was treated with 0.4 ml of pyruvic acid and stirred for 10 min, when yellow crystals separated. After standing for 2 days at 0° C. the crystals were separated, dried and slurried with 5 ml of water. The resulting colourless product was separated, washed with water, dried and recrystallized from ether (thimble) as pale yellow plates (46%), m.p. 156°-158° C. (dec.). The reactants are COC(N=C(C(=NC1=CC=C(C=C1)C1=NOC(=N1)C)C=1C=C(C2=C(COCO2)C1)OC)SC)=O ([2-(8-methoxy-4H-benzo[1,3]dioxin-6-yl)-2-[4-(5-methyl-[1,2,4]oxadiazol-3-yl)phenylimino]-1-methylsulfanylethylidene]carbamic acid methyl ester), COC=1C=C(C=O)C=C(C1)OC (3,5-dimethoxybenzaldehyde). Yields the product COC(N=C(C(=NC1=CC=C(C=C1)C1=NOC(=N1)C)C1=CC(=CC(=C1)OC)OC)SC)=O ({2-(3,5-Dimethoxyphenyl)-2-[4-(5-methyl-[1,2,4]oxadiazol-3-yl)phenylimino]-1-methylsulfanylethylidene}carbamic acid methyl ester). RXN SMILES: [CH3:1][O:2][C:3](=[O:34])[N:4]=[C:5]([S:32][CH3:33])[C:6]([C:20]1[CH:21]=[C:22]([O:30][CH3:31])[C:23]2OCOC[C:24]=2[CH:29]=1)=[N:7][C:8]1[CH:13]=[CH:12][C:11]([C:14]2[N:18]=[C:17]([CH3:19])[O:16][N:15]=2)=[CH:10][CH:9]=1.[CH3:35][O:36]C1C=C(C=C(OC)C=1)C=O>>[CH3:1][O:2][C:3](=[O:34])[N:4]=[C:5]([S:32][CH3:33])[C:6]([C:20]1[CH:29]=[C:24]([O:36][CH3:35])[CH:23]=[C:22]([O:30][CH3:31])[CH:21]=1)=[N:7][C:8]1[CH:13]=[CH:12][C:11]([C:14]2[N:18]=[C:17]([CH3:19])[O:16][N:15]=2)=[CH:10][CH:9]=1. Procedure details: The same procedure was carried out as in Examples (21d) to (21h), except that 3,5-dimethoxybenzaldehyde was used instead of 8-methoxy-4H-benzo[1,3]dioxine-6-carboaldehyde in Example (21d), to give the first eluting enantiomer of the title compound. The reactants are C(C)(C)(C)OC(=O)NCCCCNC(COC1=CC(=CC=C1)C(F)(F)F)=O (N-(tert-butoxycarbonyl)-N'-(3-trifluoromethyl-phenoxy-acetyl)-1,4-diamino butane), Cl (hydrogen chloride). Solvent: C(C)O (ethanol). Conditions: time 1 hour. The product is Cl.FC(C=1C=C(OCC(=O)NCCCCN)C=CC1)(F)F (N-(3-trifluoromethyl phenoxy acetyl)-1,4-diamino-butane hydrochloride). RXN SMILES: C(OC([NH:8][CH2:9][CH2:10][CH2:11][CH2:12][NH:13][C:14](=[O:27])[CH2:15][O:16][C:17]1[CH:22]=[CH:21][CH:20]=[C:19]([C:23]([F:26])([F:25])[F:24])[CH:18]=1)=O)(C)(C)C.[ClH:28]>C(O)C>[ClH:28].[F:24][C:23]([F:25])([F:26])[C:19]1[CH:18]=[C:17]([CH:22]=[CH:21][CH:20]=1)[O:16][CH2:15][C:14]([NH:13][CH2:12][CH2:11][CH2:10][CH2:9][NH2:8])=[O:27] |f:3.4|. Reported procedure: A mixture of 9.8 g of the product of Step D, 90 ml of ethanol and 28 ml of ethanolic 2N hydrogen chloride was refluxed with stirring for one hour and then evaporated to dryness under reduced pressure to obtain 11.9 g of product which was crystallized from ethyl acetate to obtain 7.55 g of the desired product melting at 90° C. The reactants are ClC1=C2N=CN(C2=NC=N1)C(=O)C([C@](O)([C@H](O)C(O)O[Si](C)(C)C(C)(C)C)O[Si](C)(C)C(C)(C)C)(F)F (1-(6-chloro-9H-purin-9-yl)-3,5-bis(t-butyldimethylsiloxy)-2-desoxy-2,2-difluororibose), N (ammonia). Run in C(C)O (ethanol). Conditions: time 72 hour. The product is NC1=C2N=CN(C2=NC=N1)C(=O)C([C@](O)([C@H](O)C(O)O[Si](C)(C)C(C)(C)C)O[Si](C)(C)C(C)(C)C)(F)F (1-(6-amino-9H-purin-9-yl)-3,5-bis(t-butyldimethylsiloxy)-2-desoxy-2,2-difluororibose). As a reaction SMILES: Cl[C:2]1[N:10]=[CH:9][N:8]=[C:7]2[C:3]=1[N:4]=[CH:5][N:6]2[C:11]([C:13]([F:37])([F:36])[C@@:14]([O:28][Si:29]([C:32]([CH3:35])([CH3:34])[CH3:33])([CH3:31])[CH3:30])([C@@H:16]([CH:18]([O:20][Si:21]([C:24]([CH3:27])([CH3:26])[CH3:25])([CH3:23])[CH3:22])[OH:19])[OH:17])[OH:15])=[O:12].[NH3:38]>C(O)C>[NH2:38][C:2]1[N:10]=[CH:9][N:8]=[C:7]2[C:3]=1[N:4]=[CH:5][N:6]2[C:11]([C:13]([F:37])([F:36])[C@@:14]([O:28][Si:29]([C:32]([CH3:35])([CH3:34])[CH3:33])([CH3:31])[CH3:30])([C@@H:16]([CH:18]([O:20][Si:21]([C:24]([CH3:27])([CH3:26])[CH3:25])([CH3:23])[CH3:22])[OH:19])[OH:17])[OH:15])=[O:12]. Procedure details: A solution of 0.5 g (0,936 mmol) of 1-(6-chloro-9H-purin-9-yl)-3,5-bis(t-butyldimethylsiloxy)-2-desoxy-2,2-difluororibose dissolved in 75 ml of absolute ethanol was saturated with anhydrous ammonia at about 0° C. The reaction flask was sealed, and the mixture was allowed to warm to room temperature. The mixture was stirred for about 72 hours at room temperature and the volatiles were evaporated under reduced pressure to provide 420 mg of 1-(6-amino-9H-purin-9-yl)-3,5-bis(t-butyldimethylsiloxy)-2... As a reaction SMILES: [Br:1][c:2]1[cH:3][c:4]2[c:5]([n:6][cH:7]1)[nH:8][c:9](-[c:11]1[cH:12][cH:13][c:14]([O:17][CH2:18][CH:19]3[O:20][CH2:21]3)[cH:15][cH:16]1)[n:10]2.[NH:22]1[CH2:23][CH:24]([OH:27])[CH2:25][CH2:26]1>>[Br:1][c:2]1[cH:3][c:4]2[c:5]([n:6][cH:7]1)[nH:8][c:9](-[c:11]1[cH:12][cH:13][c:14]([O:17][CH2:18][CH:19]([OH:20])[CH2:21][N:22]3[CH2:23][CH:24]([OH:27])[CH2:25][CH2:26]3)[cH:15][cH:16]1)[n:10]2. Product: OC1CCN(CC(O)COc2ccc(-c3nc4cc(Br)cnc4[nH]3)cc2)C1. The reactants are Brc1cnc2[nH]c(-c3ccc(OCC4CO4)cc3)nc2c1, OC1CCNC1.